This data is from the Open Reaction Database (ORD), a public repository of structured organic reaction records. The task is: describe an organic reaction: reactants, conditions, products, and yield Starting materials: C1CCOC1, CCCC[N+](CCCC)(CCCC)CCCC, CN(CCCl)CCCl, Cl, N#CCc1ccccc1F, [Na+], [OH-], O, O=S(=O)([O-])O. Product: Cl, CN1CCC(C#N)(c2ccccc2F)CC1. Reaction SMILES: [CH2:22]1[O:23][CH2:24][CH2:25][CH2:26]1.[CH2:32]([N+:33]([CH2:34][CH2:35][CH2:36][CH3:37])([CH2:38][CH2:39][CH2:40][CH3:41])[CH2:42][CH2:43][CH2:44][CH3:45])[CH2:46][CH2:47][CH3:48].[Cl:12][CH2:13][CH2:14][N:15]([CH3:16])[CH2:17][CH2:18][Cl:19].[ClH:11].[F:1][c:2]1[c:3]([CH2:8][C:9]#[N:10])[cH:4][cH:5][cH:6][cH:7]1.[Na+:21].[OH-:20].[OH2:49].[S:27]([O-:28])([OH:29])(=[O:30])=[O:31]>>[ClH:12].[F:1][c:2]1[c:3]([C:8]2([C:9]#[N:10])[CH2:13][CH2:14][N:15]([CH3:16])[CH2:17][CH2:18]2)[cH:4][cH:5][cH:6][cH:7]1. Starting materials: CC(=O)OC1CCC2C3C(CCCCCOS(=O)(=O)c4ccc(C)cc4)Cc4cc(OC5CCCCO5)ccc4C3CCC12C, CN, C1CCOC1. The product is CNCCCCCC1Cc2cc(OC3CCCCO3)ccc2C2CCC3(C)C(OC(C)=O)CCC3C12. RXN SMILES: [C:3]([CH3:4])(=[O:5])[O:6][CH:7]1[C:8]2([CH3:9])[CH:10]([CH2:11][CH2:12]1)[CH:13]1[CH:14]([CH2:32][CH2:33][CH2:34][CH2:35][CH2:36][O:37][S:38]([c:39]3[cH:40][cH:41][c:42]([CH3:43])[cH:44][cH:45]3)(=[O:46])=[O:47])[CH2:15][c:16]3[cH:17][c:18]([O:25][CH:26]4[O:27][CH2:28][CH2:29][CH2:30][CH2:31]4)[cH:19][cH:20][c:21]3[CH:22]1[CH2:23][CH2:24]2.[CH3:1][NH2:2].[O:48]1[CH2:49][CH2:50][CH2:51][CH2:52]1>>[CH3:1][NH:2][CH2:36][CH2:35][CH2:34][CH2:33][CH2:32][CH:14]1[CH:13]2[CH:10]3[C:8]([CH3:9])([CH:7]([O:6][C:3]([CH3:4])=[O:5])[CH2:12][CH2:11]3)[CH2:24][CH2:23][CH:22]2[c:21]2[c:16]([cH:17][c:18]([O:25][CH:26]3[O:27][CH2:28][CH2:29][CH2:30][CH2:31]3)[cH:19][cH:20]2)[CH2:15]1.